This data is from the Open Reaction Database (ORD), a public repository of structured organic reaction records. The task is: describe an organic reaction: reactants, conditions, products, and yield The reactants are O=C1C(C2=NS(=O)(=O)c3cc(Br)cnc3N2)=C(O)C2C3CCC(C3)C2N1Cc1ccc(F)cc1, CCOC(C)=O, CO, O=C[O-], [NH4+]. Product: O=C1C(C2=NS(=O)(=O)c3cccnc3N2)=C(O)C2C3CCC(C3)C2N1Cc1ccc(F)cc1. Reaction SMILES: [Br:1][c:2]1[cH:3][c:4]2[c:5]([n:33][cH:34]1)[NH:6][C:7]([C:12]1=[C:21]([OH:22])[CH:20]3[CH:15]([N:14]([CH2:24][c:25]4[cH:26][cH:27][c:28]([F:31])[cH:29][cH:30]4)[C:13]1=[O:32])[CH:16]1[CH2:17][CH2:18][CH:19]3[CH2:23]1)=[N:8][S:9]2(=[O:10])=[O:11].[CH3:39][CH2:40][O:41][C:42](=[O:43])[CH3:44].[CH3:45][OH:46].[CH:35]([O-:36])=[O:37].[NH4+:38]>>[cH:2]1[cH:3][c:4]2[c:5]([n:33][cH:34]1)[NH:6][C:7]([C:12]1=[C:21]([OH:22])[CH:20]3[CH:15]([N:14]([CH2:24][c:25]4[cH:26][cH:27][c:28]([F:31])[cH:29][cH:30]4)[C:13]1=[O:32])[CH:16]1[CH2:17][CH2:18][CH:19]3[CH2:23]1)=[N:8][S:9]2(=[O:10])=[O:11]. Reactants: O (water), N1C(=CC2=CC=CC=C12)C(=O)OCC (Ethyl 1H-indole-2-carboxylate), C([O-])([O-])=O.[K+].[K+] (potassium carbonate), ClCC1=CC=C(C=C1)F (1-(chloromethyl)-4-fluorobenzene). The solvent is CN(C)C=O (DMF). Conditions: temperature 60 celsius, time 20 hour. Yields the product FC1=CC=C(CN2C(=CC3=CC=CC=C23)C(=O)OCC)C=C1 (Ethyl 1-(4-fluorobenzyl)-1H-indole-2-carboxylate). The yield is 70.1%. Reaction SMILES: [NH:1]1[C:9]2[C:4](=[CH:5][CH:6]=[CH:7][CH:8]=2)[CH:3]=[C:2]1[C:10]([O:12][CH2:13][CH3:14])=[O:11].Cl[CH2:16][C:17]1[CH:22]=[CH:21][C:20]([F:23])=[CH:19][CH:18]=1.C(=O)([O-])[O-].[K+].[K+].O>CN(C=O)C>[F:23][C:20]1[CH:21]=[CH:22][C:17]([CH2:16][N:1]2[C:9]3[C:4](=[CH:5][CH:6]=[CH:7][CH:8]=3)[CH:3]=[C:2]2[C:10]([O:12][CH2:13][CH3:14])=[O:11])=[CH:18][CH:19]=1 |f:2.3.4|. Procedure: Ethyl 1H-indole-2-carboxylate (500 mg, 2.64 mmol) was dissolved in anhydrous DMF (8 ml), followed by 1-(chloromethyl)-4-fluorobenzene (0.380 ml, 3.17 mmol) and the addition of solid potassium carbonate (730 mg, 5.29 mmol). This was stirred at 60° C. for 20 h, at which time the reaction was allowed to cool to room temperature. Precipitate formed upon the addition of water (40 mL), was isolated over a filter, and dried under high vacuum overnight to give 550 mg of the title compound as a white sol... Reactants: FC(C(=O)O)(F)F (Trifluoro acetic acid), C1=CC=CC=C1 (benzene), C(CCC(C)C)(=O)C1=C(O)C=C(C(=C1O)C(=C)C(C)C)O (2-isocaproyl-4-(3-methylbuten-2-yl)phloroglucinol). Conditions: time 6 hour. The product is chromanes, OC1=C2CCC(OC2=C(C(=C1)O)C(CCC(C)C)=O)(C)C (5,7-dihydroxy-2,2-dimethyl-8-isocaproyl chroman), OC1=C2CCC(OC2=CC(=C1C(CCC(C)C)=O)O)(C)C (5,7-dihydroxy-2,2-dimethyl-6-isocaproyl chroman). RXN SMILES: [C:1]([C:8]1[C:14]([OH:15])=[C:13]([C:16](C(C)C)=[CH2:17])[C:12]([OH:21])=[CH:11][C:9]=1[OH:10])(=[O:7])[CH2:2][CH2:3][CH:4]([CH3:6])[CH3:5].F[C:23](F)(F)[C:24]([OH:26])=O.[CH:29]1C=CC=CC=1>>[OH:21][C:12]1[CH:11]=[C:9]([OH:10])[C:8]([C:1](=[O:7])[CH2:2][CH2:3][CH:4]([CH3:6])[CH3:5])=[C:14]2[C:13]=1[CH2:16][CH2:17][C:24]([CH3:23])([CH3:29])[O:26]2.[OH:15][C:14]1[C:8]([C:1](=[O:7])[CH2:2][CH2:3][CH:4]([CH3:5])[CH3:6])=[C:9]([OH:10])[CH:11]=[C:12]2[C:13]=1[CH2:16][CH2:17][C:24]([CH3:23])([CH3:29])[O:26]2. Procedure details: 2-Isocaproyl-4-(3-methylbuten-2-yl)phloroglucinol (7) (2 g) was suspended in benzene (25 ml), Trifluoro acetic acid (1.5 ml) was added and the mixture was stirred for 6 hours at room temperature. The resulting solution was stripped to dryness under vacuum. The residue was chromatographed, preferably on silica gel (open column chromatography, preparative HPLC or preparative TLC) using preferably mixtures of benzene and ethyl acetate or petroleum ether and ethyl acetate for eluation. Two chromanes... Starting materials: C(C1=CC=CC=C1)C1=NC2=C(N1C(C(=O)NC1CCCCC1)C1CCCCC1)C=C(C(=C2)F)Cl (2-(2-Benzyl-6-chloro-5-fluoro-benzoimidazol-1-yl)-2,N-dicyclohexyl-acetamide), ClC=1C=C(C=CC1)CC(=O)O ((3-chloro-phenyl)-acetic acid), COC(C1=CC=CC=C1)C(=O)O (DL-α-methoxyphenylacetic acid), C1(CCCCC1)C=O (cyclohexanecarbaldehyde), S1CCC(CC1)CC=O (tetrahydro-2H-thiopyran-4-acetaldehyde). Product: ClC=1C(=CC2=C(N(C(=N2)C(C2=CC=CC=C2)OC)C(C(=O)NC2CCCCC2)CC2CCSCC2)C1)F (2-[6-Chloro-5-fluoro-2-(methoxy-phenyl-methyl)-benzoimidazol-1-yl]-N-cyclohexyl-3-(tetrahydro-thiopyran-4-yl)-propionamide). As a reaction SMILES: [CH2:1]([C:8]1[N:12]([CH:13]([CH:23]2[CH2:28][CH2:27][CH2:26]CC2)[C:14]([NH:16][CH:17]2[CH2:22][CH2:21][CH2:20][CH2:19][CH2:18]2)=[O:15])[C:11]2[CH:29]=[C:30]([Cl:34])[C:31]([F:33])=[CH:32][C:10]=2[N:9]=1)[C:2]1[CH:7]=[CH:6][CH:5]=[CH:4][CH:3]=1.C1([CH:41]=[O:42])CCCCC1.[S:43]1CCC(CC=O)[CH2:45][CH2:44]1.ClC1C=C(CC(O)=O)C=CC=1.COC(C(O)=O)C1C=CC=CC=1>>[Cl:34][C:30]1[C:31]([F:33])=[CH:32][C:10]2[N:9]=[C:8]([CH:1]([O:42][CH3:41])[C:2]3[CH:7]=[CH:6][CH:5]=[CH:4][CH:3]=3)[N:12]([CH:13]([CH2:23][CH:28]3[CH2:27][CH2:26][S:43][CH2:44][CH2:45]3)[C:14]([NH:16][CH:17]3[CH2:22][CH2:21][CH2:20][CH2:19][CH2:18]3)=[O:15])[C:11]=2[CH:29]=1. Procedure details: The title compound was prepared in analogy to Example 1, replacing (2-amino-4,5-difluoro-phenyl)-carbamic acid tert-butyl ester with (2-amino-4-chloro-5-fluoro-phenyl)-carbamic acid tert-butyl ester (([CAS RN 579474-50-3]), Example 47), cyclohexanecarbaldehyde with tetrahydro-2H-thiopyran-4-acetaldehyde ([CAS RN 372159-78-9]) and (3-chloro-phenyl)-acetic acid with DL-α-methoxyphenylacetic acid ([CAS RN 7021-09-2]). MS (ISP): 544.3 [M+H]+. Starting materials: CC1=CC=C(C=N1)C=CC(=O)NCCCCl (N-[3-(6-methyl-3-pyridyl)acryloyl]-3-amino-1-chloropropane), C1(=CC=CC=C1)C(N1CCNCC1)C1=CC=CC=C1 (1-diphenylmethylpiperazine), C([O-])([O-])=O.[K+].[K+] (potassium carbonate), [I-].[Na+] (sodium iodide). Run in C(C)C(=O)C (methyl ethyl ketone). Conditions: time 6 hour. Product: CC1=CC=C(C=N1)C=CC(=O)NCCCN1CCN(CC1)C(C1=CC=CC=C1)C1=CC=CC=C1 (N-[3 -(6-methyl-3-pyridyl)acryloyl]-3-(4-diphenylmethyl-1-piperazinyl)propylamine). Isolated yield 36.1%. As a reaction SMILES: [CH3:1][C:2]1[N:7]=[CH:6][C:5]([CH:8]=[CH:9][C:10]([NH:12][CH2:13][CH2:14][CH2:15]Cl)=[O:11])=[CH:4][CH:3]=1.[C:17]1([CH:23]([C:30]2[CH:35]=[CH:34][CH:33]=[CH:32][CH:31]=2)[N:24]2[CH2:29][CH2:28][NH:27][CH2:26][CH2:25]2)[CH:22]=[CH:21][CH:20]=[CH:19][CH:18]=1.C(=O)([O-])[O-].[K+].[K+].[I-].[Na+]>C(C(C)=O)C>[CH3:1][C:2]1[N:7]=[CH:6][C:5]([CH:8]=[CH:9][C:10]([NH:12][CH2:13][CH2:14][CH2:15][N:27]2[CH2:28][CH2:29][N:24]([CH:23]([C:17]3[CH:22]=[CH:21][CH:20]=[CH:19][CH:18]=3)[C:30]3[CH:35]=[CH:34][CH:33]=[CH:32][CH:31]=3)[CH2:25][CH2:26]2)=[O:11])=[CH:4][CH:3]=1 |f:2.3.4,5.6|. Reported procedure: A mixture of 1.0 g of N-[3-(6-methyl-3-pyridyl)acryloyl]-3-amino-1-chloropropane, 1.0 g of 1-diphenylmethylpiperazine, 0.55 g of potassium carbonate, 0.55 g of sodium iodide, and 30 ml of methyl ethyl ketone is refluxed with stirring for 6 hours. The reaction mixture is concentrated, and 20 ml of water is added. The mixture is extracted with three 30-ml portions of chloroform. The combined extracts are dried over magnesium sulfate, and the chloroform is distilled off. The residue is chromatograp... The reactants are CN(C1=NC(=CC=C1)N)C1CCN(CC1)C (N-methyl-N-(1-methyl-piperidin-4-yl)-pyridine-2,6-diamine), C1(CCCCC1)C(=O)Cl (cyclohexanecarbonyl chloride). Run in N1=CC=CC=C1 (pyridine). Product: Cl.CN(C1=CC=CC(=N1)NC(=O)C1CCCCC1)C1CCN(CC1)C (Cyclohexanecarboxylic acid (6-(methyl-(1-methyl-piperidin-4-yl)-amino)-pyridin-2-yl)-amide hydrochloride). Isolated yield 88.2%. RXN SMILES: [CH3:1][N:2]([CH:10]1[CH2:15][CH2:14][N:13]([CH3:16])[CH2:12][CH2:11]1)[C:3]1[CH:8]=[CH:7][CH:6]=[C:5]([NH2:9])[N:4]=1.[CH:17]1([C:23]([Cl:25])=[O:24])[CH2:22][CH2:21][CH2:20][CH2:19][CH2:18]1>N1C=CC=CC=1>[ClH:25].[CH3:1][N:2]([CH:10]1[CH2:15][CH2:14][N:13]([CH3:16])[CH2:12][CH2:11]1)[C:3]1[N:4]=[C:5]([NH:9][C:23]([CH:17]2[CH2:22][CH2:21][CH2:20][CH2:19][CH2:18]2)=[O:24])[CH:6]=[CH:7][CH:8]=1 |f:3.4|. Reported procedure: Prepare according to procedure in Example 69 starting with N-methyl-N-(1-methyl-piperidin-4-yl)-pyridine-2,6-diamine (Preparation 34, 175 mg, 0.794 mmol), cyclohexanecarbonyl chloride (159 μL, 1.19 mmol), and pyridine (15 mL) to yield 257 mg (88%) of the title compound. Mass spectrum (ion spray): m/z 331.2 (M+1); Analysis Calcd for C19H31N4OCl: C, 62.19; H, 8.51; N, 15.27. Found: C, 61.22; H, 8.44; N, 15.39. mp 250–2° C. Yields the product CN(C)S(=O)(=O)c1ccccc1Nc1nc(Nc2ccc3c(c2)CCN(C(=O)C2COCCO2)CC3)ncc1Cl. RXN SMILES: [Cl:21][c:22]1[n:23][cH:24][c:25]([Cl:41])[c:26]([NH:28][c:29]2[c:30]([S:35](=[O:36])(=[O:37])[N:38]([CH3:39])[CH3:40])[cH:31][cH:32][cH:33][cH:34]2)[n:27]1.[NH2:1][c:2]1[cH:3][c:4]2[c:5]([cH:19][cH:20]1)[CH2:6][CH2:7][N:8]([C:11](=[O:12])[CH:13]1[O:14][CH2:15][CH2:16][O:17][CH2:18]1)[CH2:9][CH2:10]2>>[NH:1]([c:2]1[cH:3][c:4]2[c:5]([cH:19][cH:20]1)[CH2:6][CH2:7][N:8]([C:11](=[O:12])[CH:13]1[O:14][CH2:15][CH2:16][O:17][CH2:18]1)[CH2:9][CH2:10]2)[c:22]1[n:23][cH:24][c:25]([Cl:41])[c:26]([NH:28][c:29]2[c:30]([S:35](=[O:36])(=[O:37])[N:38]([CH3:39])[CH3:40])[cH:31][cH:32][cH:33][cH:34]2)[n:27]1. Starting materials: CN(C)S(=O)(=O)c1ccccc1Nc1nc(Cl)ncc1Cl, Nc1ccc2c(c1)CCN(C(=O)C1COCCO1)CC2. Reactants: C(C)(=O)OCC1SCC(SC1)COC(C)=O (2,5-bis(acetoxymethyl)-1,4-dithian), C(O)([O-])=O.[Na+] (sodium hydrogen carbonate). Solvent: CO (methanol), CO (methanol). Conditions: time 5 hour. Product: OCC1SCC(SC1)CO (2,5-bis(hydroxymethyl)-1,4-dithian). The yield is 97.2%. RXN SMILES: C([O:4][CH2:5][CH:6]1[CH2:11][S:10][CH:9]([CH2:12][O:13]C(=O)C)[CH2:8][S:7]1)(=O)C.C(=O)([O-])O.[Na+]>CO>[OH:4][CH2:5][CH:6]1[CH2:11][S:10][CH:9]([CH2:12][OH:13])[CH2:8][S:7]1 |f:1.2|. Procedure: A 3-L flask equipped with a stirrer was charged with 450 g (1.7 mols) of 2,5-bis(acetoxymethyl)-1,4-dithian and 1500 mL of methanol, to which 314.6 g (3.7 mols) of sodium hydrogen carbonate was added with stirring. The mixture was heated to a temperature at which methanol served as the reflux, at which it was held for 5 hours. It was then cooled to room temperature and filtered to remove the residue. Then, the resultant filtrate was transferred to a 3-L flask equipped with a stirrer, to which 20...